From a dataset of the Open Reaction Database (ORD), a public repository of structured organic reaction records. describe an organic reaction: reactants, conditions, products, and yield Reactants: CC=1C=C(C=C(C1)C)C=1NC2=CC=CC=C2C1C(C(=O)N1CCN(CC1)C1=CC=CC=C1)=O (1-[2-(3,5-dimethylphenyl)-1H-indol-3-yl]-2-(4-phenylpiperazin-1-yl)ethane-1,2-dione), [H-].[Al+3].[Li+].[H-].[H-].[H-] (lithium aluminum hydride). The product is CC=1C=C(C=C(C1)C)C=1NC2=CC=CC=C2C1CCN1CCN(CC1)C1=CC=CC=C1 (2-(3,5-dimethylphenyl)-3-[2-(4-phenylpiperazin-1-yl)ethyl]-1H-indole). The yield is 71.2%. As a reaction SMILES: [CH3:1][C:2]1[CH:3]=[C:4]([C:9]2[NH:10][C:11]3[C:16]([C:17]=2[C:18](=O)[C:19]([N:21]2[CH2:26][CH2:25][N:24]([C:27]4[CH:32]=[CH:31][CH:30]=[CH:29][CH:28]=4)[CH2:23][CH2:22]2)=O)=[CH:15][CH:14]=[CH:13][CH:12]=3)[CH:5]=[C:6]([CH3:8])[CH:7]=1.[H-].[Al+3].[Li+].[H-].[H-].[H-]>>[CH3:1][C:2]1[CH:3]=[C:4]([C:9]2[NH:10][C:11]3[C:16]([C:17]=2[CH2:18][CH2:19][N:21]2[CH2:22][CH2:23][N:24]([C:27]4[CH:32]=[CH:31][CH:30]=[CH:29][CH:28]=4)[CH2:25][CH2:26]2)=[CH:15][CH:14]=[CH:13][CH:12]=3)[CH:5]=[C:6]([CH3:8])[CH:7]=1 |f:1.2.3.4.5.6|. Reported procedure: To a solution of 1-[2-(3,5-dimethylphenyl)-1H-indol-3-yl]-2-(4-phenylpiperazin-1-yl)ethane-1,2-dione (57 mg in 2 mL dry tetrahydrofuran) was added 30 mg of lithium aluminum hydride and the mixture heated to reflux on an oil bath. After 1 hour the mixture was cooled and quenched by the sequential addition of 1 mL water and 4 mL ammonium hydroxide and 5 mL ethyl acetate. The mixture was filtered to remove the solids. The organic portion was washed with brine, dried over magnesium sulfate and the c...